From a dataset of the Open Reaction Database (ORD), a public repository of structured organic reaction records. describe an organic reaction: reactants, conditions, products, and yield Reactants: OC(CNC(C1=CC=C(C=C1)S(NC1=C(C=C(C=C1)F)C(F)(F)F)(=O)=O)=O)C1OC(OC1)(C)C (4-[N-(4-fluoro-2-trifluoromethylphenyl)sulfamoyl]-benzoic acid-[2-hydroxy-2-(2,2-dimethyl-1,3-dioxolan-4-yl)-ethylamide]). The solvent is CO.O (methanol water). Yields the product OC(CNC(C1=CC=C(C=C1)S(NC1=C(C=C(C=C1)F)C(F)(F)F)(=O)=O)=O)C(CO)O (4-[N-(4-Fluoro-2-trifluoromethylphenyl)sulfamoyl]-benzoic acid-(2,3,4-trihydroxy-butyl)-amide). As a reaction SMILES: [OH:1][CH:2]([CH:28]1[CH2:32][O:31]C(C)(C)[O:29]1)[CH2:3][NH:4][C:5](=[O:27])[C:6]1[CH:11]=[CH:10][C:9]([S:12](=[O:26])(=[O:25])[NH:13][C:14]2[CH:19]=[CH:18][C:17]([F:20])=[CH:16][C:15]=2[C:21]([F:24])([F:23])[F:22])=[CH:8][CH:7]=1>CO.O>[OH:1][CH:2]([CH:28]([OH:29])[CH2:32][OH:31])[CH2:3][NH:4][C:5](=[O:27])[C:6]1[CH:11]=[CH:10][C:9]([S:12](=[O:25])(=[O:26])[NH:13][C:14]2[CH:19]=[CH:18][C:17]([F:20])=[CH:16][C:15]=2[C:21]([F:24])([F:22])[F:23])=[CH:8][CH:7]=1 |f:1.2|. Procedure details: 2.53 g (5 mmol) of 4-[N-(4-fluoro-2-trifluoromethylphenyl)sulfamoyl]-benzoic acid-[2-hydroxy-2-(2,2-dimethyl-1,3-dioxolan-4-yl)-ethylamide] is dissolved in 20 ml of methanol/water 1:1, about 100 mg of cation exchanger Amberlyst 15 is added and warmed for 1 hour to boiling temperature. The ion exchanger is then filtered off and the filtrate is evaporated to dryness in a vacuum. 1.74 g (3.75 mmol)=75% of the theoretical yield of the product is obtained as an amorphous solid. The reactants are [BH3-]C#N, CCOC(CN)OCC, CC(=O)O, CO, [Na+], O=Cc1cccc2cn[nH]c12. The product is CCOC(CNCc1cccc2cn[nH]c12)OCC. As a reaction SMILES: [C:25]([BH3-:26])#[N:27].[CH2:12]([CH3:13])[O:14][CH:15]([CH2:16][NH2:17])[O:18][CH2:19][CH3:20].[CH3:21][C:22](=[O:23])[OH:24].[CH3:29][OH:30].[Na+:28].[nH:1]1[n:2][cH:3][c:4]2[cH:5][cH:6][cH:7][c:8]([CH:10]=[O:11])[c:9]12>>[nH:1]1[n:2][cH:3][c:4]2[cH:5][cH:6][cH:7][c:8]([CH2:10][NH:17][CH2:16][CH:15]([O:14][CH2:12][CH3:13])[O:18][CH2:19][CH3:20])[c:9]12. Reactants: COC1=CC=C(C(=O)NC=2C(=CC(=CC2)O[Si](C)(C)C(C)(C)C)NC(C2=CC=C(C=C2)CCC)=O)C=C1 (N1-(4-methoxybenzoyl)-N2-(4-propylbenzoyl)-4-(tert-butyldimethylsilyloxy)-1,2-benzenediamine), solution, [F-].C(CCC)[N+](CCCC)(CCCC)CCCC (tetra-n-butylammonium fluoride). Solvent: O (water), O1CCCC1 (tetrahydrofuran), O1CCCC1 (tetrahydrofuran). Conditions: time 15 minute. Product: COC1=CC=C(C(=O)NC=2C(=CC(=CC2)O)NC(C2=CC=C(C=C2)CCC)=O)C=C1 (N1-(4-Methoxybenzoyl)-N2-(4-propylbenzoyl)-4-hydroxy-1,2-benzenediamine). Isolated yield 85.6%. As a reaction SMILES: [CH3:1][O:2][C:3]1[CH:37]=[CH:36][C:6]([C:7]([NH:9][C:10]2[C:11]([NH:24][C:25](=[O:35])[C:26]3[CH:31]=[CH:30][C:29]([CH2:32][CH2:33][CH3:34])=[CH:28][CH:27]=3)=[CH:12][C:13]([O:16][Si](C(C)(C)C)(C)C)=[CH:14][CH:15]=2)=[O:8])=[CH:5][CH:4]=1.[F-].C([N+](CCCC)(CCCC)CCCC)CCC>O1CCCC1.O>[CH3:1][O:2][C:3]1[CH:4]=[CH:5][C:6]([C:7]([NH:9][C:10]2[C:11]([NH:24][C:25](=[O:35])[C:26]3[CH:31]=[CH:30][C:29]([CH2:32][CH2:33][CH3:34])=[CH:28][CH:27]=3)=[CH:12][C:13]([OH:16])=[CH:14][CH:15]=2)=[O:8])=[CH:36][CH:37]=1 |f:1.2|. Procedure: To a solution of N1-(4-methoxybenzoyl)-N2-(4-propylbenzoyl)-4-(tert-butyldimethylsilyloxy)-1,2-benzenediamine (360 mg, 0.69 mmol) in tetrahydrofuran (20 mL) cooled to 0° C. was added a 1 M solution of tetra-n-butylammonium fluoride in tetrahydrofuran (1.4 mL, 1.4 mmol). After 15 min, the reaction mixture was diluted with water and partitioned with ethyl acetate. The organic layer was dried (magnesium sulfate), filtered, and concentrated in vacuo. The residue was chromatographed (silica gel, 10% ... Reactants: NN1C=NN=C1 (4-amino-1,2,4-triazole), CC(C)([O-])C.[K+] (potassium tert-butoxide), CC1=C(C=C(C(=O)N)C=C1[N+](=O)[O-])[N+](=O)[O-] (4-Methyl-3,5-dinitrobenzamide), NN1C=NN=C1 (4-amino-1,2,4-triazole), CC(C)([O-])C.[K+] (potassium tert-butoxide), O (water). Solvent: CS(=O)C (dimethyl sulfoxide), CS(=O)C (dimethyl sulfoxide), C(C)(=O)O (acetic acid). Reaction conditions: temperature 20 celsius, time 1 hour. Product: NC1=C(C(=O)N)C=C(C(=C1[N+](=O)[O-])C)[N+](=O)[O-] (2-Amino-4-methyl-3,5-dinitrobenzamide). The yield is 84.4%. Reaction SMILES: [CH3:1][C:2]1[C:10]([N+:11]([O-:13])=[O:12])=[CH:9][C:5]([C:6]([NH2:8])=[O:7])=[CH:4][C:3]=1[N+:14]([O-:16])=[O:15].[NH2:17]N1C=NN=C1.CC(C)([O-])C.[K+].O>CS(C)=O.C(O)(=O)C>[NH2:17][C:9]1[C:10]([N+:11]([O-:13])=[O:12])=[C:2]([CH3:1])[C:3]([N+:14]([O-:16])=[O:15])=[CH:4][C:5]=1[C:6]([NH2:8])=[O:7] |f:2.3|. Reported procedure: A solution of 4-methyl-3,5-dinitrobenzamide (6) (15.1 kg) in dimethyl sulfoxide (95.6 kg) is added to a solution of 4-amino-1,2,4-triazole (21.6 kg) and potassium tert-butoxide (21.7 kg) in dimethyl sulfoxide (144.5 kg) at a rate to maintain a temperature of about 20° C. The mixture is allowed to stir for about 30 minutes, whereupon additional amounts of 4-amino-1,2,4-triazole (5.5 kg) and potassium tert-butoxide (3.7 kg) are added. The mixture is allowed to stir for about 1 hour at about 20° C....